Dataset: the Open Reaction Database (ORD), a public repository of structured organic reaction records. Task: describe an organic reaction: reactants, conditions, products, and yield The reactants are Cl (hydrochloric acid), COC(C1=C(C=CC(=C1)N1C(=NN=C1)S(=O)(=O)C)OC)=O (5-(3-methanesulfonyl-[1,2,4]triazol-4-yl)-2-methoxy-benzoic acid methyl ester), [OH-].[Li+] (lithium hydroxide), O (water). The solvent is O1CCCC1 (tetrahydrofuran). Yields the product CS(=O)(=O)C1=NN=CN1C=1C=CC(=C(C(=O)O)C1)OC (5-(3-methanesulfonyl-[1,2,4]triazol-4-yl)-2-methoxy-benzoic acid). Isolated yield 83.0%. RXN SMILES: C[O:2][C:3](=[O:21])[C:4]1[CH:9]=[C:8]([N:10]2[CH:14]=[N:13][N:12]=[C:11]2[S:15]([CH3:18])(=[O:17])=[O:16])[CH:7]=[CH:6][C:5]=1[O:19][CH3:20].[OH-].[Li+].O.Cl>O1CCCC1>[CH3:18][S:15]([C:11]1[N:10]([C:8]2[CH:7]=[CH:6][C:5]([O:19][CH3:20])=[C:4]([CH:9]=2)[C:3]([OH:21])=[O:2])[CH:14]=[N:13][N:12]=1)(=[O:16])=[O:17] |f:1.2|. Reported procedure: Stir a mixture of 5-(3-methanesulfonyl-[1,2,4]triazol-4-yl)-2-methoxy-benzoic acid methyl ester (1.0 g, 3.2 mmol), lithium hydroxide (0.042 g, 3.6 mmol), and 25% water in tetrahydrofuran (30 mL) at reflux overnight. Cool and add 1N hydrochloric acid (3.6 mL) dropwise via syringe. Concentrate to remove the tetrahydrofuran and collect the precipitate by vacuum filtration. Wash the filter cake twice with water and hexane, and dry in vacuo overnight to give 0.79 g of 5-(3-methanesulfonyl-[1,2,4]tria... Starting materials: CS(C)=O, CC(=O)c1c(C)c[nH]c1C, CI, [K+], [OH-], O. Product: CC(=O)c1c(C)cn(C)c1C. As a reaction SMILES: [CH3:16][S:17]([CH3:18])=[O:19].[CH3:3][c:4]1[nH:5][cH:6][c:7]([CH3:12])[c:8]1[C:9]([CH3:10])=[O:11].[I:13][CH3:14].[K+:2].[OH-:1].[OH2:15]>>[CH3:3][c:4]1[n:5]([CH3:14])[cH:6][c:7]([CH3:12])[c:8]1[C:9]([CH3:10])=[O:11]. The reactants are Cl (HCl), FC1=C(OC2=CC(=NC=C2)C2=CC(=CN2)C(=O)NCCC(=O)OC)C=C(C=C1)C(=O)NC1=C(C=CC(=C1)C)F (methyl 3-[({5-[4-(2-fluoro-5-{[(2-fluoro-5-methylphenyl)amino]carbonyl}phenoxy)pyridin-2-yl]-1H-pyrrol-3-yl}carbonyl)amino]propanoate), O (water), [OH-].[Na+] (NaOH). Solvent: C1CCOC1.CO (THF MeOH). Run at time 2 hour. Yields the product FC1=C(OC2=CC(=NC=C2)C2=CC(=CN2)C(=O)NCCC(=O)O)C=C(C=C1)C(=O)NC1=C(C=CC(=C1)C)F (3-[({5-[4-(2-fluoro-5-{[(2-fluoro-5-methylphenyl)amino]carbonyl}phenoxy)pyridin-2-yl]-1H-pyrrol-3-yl}carbonyl)amino]propanoic acid). RXN SMILES: [F:1][C:2]1[CH:28]=[CH:27][C:26]([C:29]([NH:31][C:32]2[CH:37]=[C:36]([CH3:38])[CH:35]=[CH:34][C:33]=2[F:39])=[O:30])=[CH:25][C:3]=1[O:4][C:5]1[CH:10]=[CH:9][N:8]=[C:7]([C:11]2[NH:15][CH:14]=[C:13]([C:16]([NH:18][CH2:19][CH2:20][C:21]([O:23]C)=[O:22])=[O:17])[CH:12]=2)[CH:6]=1.[OH-].[Na+].O.Cl>C1COCC1.CO>[F:1][C:2]1[CH:28]=[CH:27][C:26]([C:29]([NH:31][C:32]2[CH:37]=[C:36]([CH3:38])[CH:35]=[CH:34][C:33]=2[F:39])=[O:30])=[CH:25][C:3]=1[O:4][C:5]1[CH:10]=[CH:9][N:8]=[C:7]([C:11]2[NH:15][CH:14]=[C:13]([C:16]([NH:18][CH2:19][CH2:20][C:21]([OH:23])=[O:22])=[O:17])[CH:12]=2)[CH:6]=1 |f:1.2,5.6|. Procedure: To a stirred solution of methyl 3-[({5-[4-(2-fluoro-5-{[(2-fluoro-5-methylphenyl)amino]carbonyl}phenoxy)pyridin-2-yl]-1H-pyrrol-3-yl}carbonyl)amino]propanoate (82 mg, 0.15 mmol) in a mixture of THF/MeOH (10 ml/10 ml) was added 1M NaOH solution (1 ml, 1 mmol). The mixture was stirred at room temperature for 2 hours and poured into 100 ml of water. 1M HCl was added dropwise until pH=4. The precipitates were filtered, washed with water and dried in vacuo to give 3-[({5-[4-(2-fluoro-5-{[(2-fluoro-5-... Starting materials: CN(C)C=Nc1ncc(C(=O)OC(C)(C)C)s1, Cl, C1COCCO1. Product: CN(C)C=Nc1ncc(C(=O)O)s1. RXN SMILES: [CH3:1][N:2]([CH3:3])[CH:4]=[N:5][c:6]1[s:7][c:8]([C:11](=[O:12])[O:13][C:14]([CH3:15])([CH3:16])[CH3:17])[cH:9][n:10]1.[ClH:18].[O:19]1[CH2:20][CH2:21][O:22][CH2:23][CH2:24]1>>[CH3:1][N:2]([CH3:3])[CH:4]=[N:5][c:6]1[s:7][c:8]([C:11](=[O:12])[OH:13])[cH:9][n:10]1. Reaction SMILES: [CH3:24][C:25](=[O:26])[OH:27].[ClH:23].[OH:1][CH:2]1[c:3]2[c:4]([cH:20][cH:21][s:22]2)[CH2:5][N:6]([CH:8]([C:9](=[O:10])[O:11][CH3:12])[c:13]2[c:14]([Cl:19])[cH:15][cH:16][cH:17][cH:18]2)[CH2:7]1>>[CH2:2]1[c:3]2[c:4]([cH:20][cH:21][s:22]2)[CH2:5][N:6]([CH:8]([C:9](=[O:10])[O:11][CH3:12])[c:13]2[c:14]([Cl:19])[cH:15][cH:16][cH:17][cH:18]2)[CH2:7]1. Yields the product COC(=O)C(c1ccccc1Cl)N1CCc2sccc2C1. Reactants: CC(=O)O, Cl, COC(=O)C(c1ccccc1Cl)N1Cc2ccsc2C(O)C1. RXN SMILES: [CH3:1][C:2]([CH3:3])([CH3:4])[S:5](=[O:6])[NH:7][C:8]1([c:12]2[s:13][c:14](-[c:17]3[cH:18][c:19]([CH3:34])[cH:20][c:21]([NH:23][c:24]4[n:25][cH:26][cH:27][c:28]([C:30]([F:31])([F:32])[F:33])[n:29]4)[cH:22]3)[cH:15][n:16]2)[CH2:9][O:10][CH2:11]1.[Cl:46][CH2:47][Cl:48].[OH:35][O:36][C:37]([c:38]1[cH:39][c:40]([Cl:41])[cH:42][cH:43][cH:44]1)=[O:45]>>[CH3:1][C:2]([CH3:3])([CH3:4])[S:5](=[O:6])([NH:7][C:8]1([c:12]2[s:13][c:14](-[c:17]3[cH:18][c:19]([CH3:34])[cH:20][c:21]([NH:23][c:24]4[n:25][cH:26][cH:27][c:28]([C:30]([F:31])([F:32])[F:33])[n:29]4)[cH:22]3)[cH:15][n:16]2)[CH2:9][O:10][CH2:11]1)=[O:35]. Yields the product Cc1cc(Nc2nccc(C(F)(F)F)n2)cc(-c2cnc(C3(NS(=O)(=O)C(C)(C)C)COC3)s2)c1. Starting materials: Cc1cc(Nc2nccc(C(F)(F)F)n2)cc(-c2cnc(C3(NS(=O)C(C)(C)C)COC3)s2)c1, ClCCl, O=C(OO)c1cccc(Cl)c1. Reactants: ClP(C12CC3CC(CC(C3)C1)C2)C12CC3CC(CC(C3)C1)C2, [Li]CCCC, CN(C)CCN(C)C, CCCCCC, O, c1ccc(-n2cccc2)cc1. The product is c1ccc(-n2cccc2P(C23CC4CC(CC(C4)C2)C3)C23CC4CC(CC(C4)C2)C3)cc1. As a reaction SMILES: [C:25]12([P:35]([Cl:36])[C:37]34[CH2:38][CH:39]5[CH2:40][CH:41]([CH2:42][CH:43]([CH2:44]3)[CH2:45]5)[CH2:46]4)[CH2:26][CH:27]3[CH2:28][CH:29]([CH2:30][CH:31]([CH2:32]1)[CH2:33]3)[CH2:34]2.[CH2:20]([Li:21])[CH2:22][CH2:23][CH3:24].[CH3:1][N:2]([CH3:3])[CH2:4][CH2:5][N:6]([CH3:7])[CH3:8].[CH3:47][CH2:48][CH2:49][CH2:50][CH2:51][CH3:52].[OH2:53].[c:9]1(-[n:15]2[cH:16][cH:17][cH:18][cH:19]2)[cH:10][cH:11][cH:12][cH:13][cH:14]1>>[c:9]1(-[n:15]2[c:16]([P:35]([C:25]34[CH2:26][CH:27]5[CH2:28][CH:29]([CH2:30][CH:31]([CH2:32]3)[CH2:33]5)[CH2:34]4)[C:37]34[CH2:38][CH:39]5[CH2:40][CH:41]([CH2:42][CH:43]([CH2:44]3)[CH2:45]5)[CH2:46]4)[cH:17][cH:18][cH:19]2)[cH:10][cH:11][cH:12][cH:13][cH:14]1.